This data is from the Open Reaction Database (ORD), a public repository of structured organic reaction records. The task is: describe an organic reaction: reactants, conditions, products, and yield The reactants are CN1N=C(C(=C1C(=O)O)NCCC)C1=CC(=CC=C1)C(F)(F)F (1-methyl-3-(3-trifluoromethylphenyl)-4-propylaminopyrazole-5-carboxylic acid), [Na] (sodium). The product is CN1N=C(C=C1C(=O)O)C1=CC(=CC=C1)C(F)(F)F (1-methyl-3-(3-trifluoromethylphenyl)-pyrazole-5-carboxylic acid). RXN SMILES: [CH3:1][N:2]1[C:6]([C:7]([OH:9])=[O:8])=[C:5](NCCC)[C:4]([C:14]2[CH:19]=[CH:18][CH:17]=[C:16]([C:20]([F:23])([F:22])[F:21])[CH:15]=2)=[N:3]1.[Na]>>[CH3:1][N:2]1[C:6]([C:7]([OH:9])=[O:8])=[CH:5][C:4]([C:14]2[CH:19]=[CH:18][CH:17]=[C:16]([C:20]([F:21])([F:22])[F:23])[CH:15]=2)=[N:3]1 |^1:23|. Reported procedure: 1-methyl-3-(3-trifluoromethylphenyl)-4-propylaminopyrazole-5-carboxylic acid, sodium salt